describe an organic reaction: reactants, conditions, products, and yield From a dataset of the Open Reaction Database (ORD), a public repository of structured organic reaction records. Starting materials: [Si](C)(C)(C(C)(C)C)O[C@@H]1C=C2C=C[C@@H]([C@@H]([C@H]2[C@H](C1)O)CC[C@@H]1C[C@H](CC(O1)=O)O[Si](C)(C)C(C)(C)C)C ((4R,6R)-6-{2-[(1S,2S,6S,8S,8aR)-1,2,6,7,8,8a-Hexahydro-6-t-butyldimethylsilyloxy-8-hydroxy-2-methyl-1-naphthyl]ethyl}tetrahydro-4-t-butyldimethylsilyloxy-2H-pyran-2-one), C(CCC)C(C(=O)O)CCCC (2-butylhexanoic acid). Product: [Si](C)(C)(C(C)(C)C)O[C@@H]1C=C2C=C[C@@H]([C@@H]([C@H]2[C@H](C1)OC(C(CCCC)CCCC)=O)CC[C@@H]1C[C@H](CC(O1)=O)O[Si](C)(C)C(C)(C)C)C ((4R,6R)-6-{2-[(1S,2S,6S,8S,8aR)-1,2,6,7,8,8a-Hexahydro-6-t-butyldimethylsilyloxy-8-(2-butylhexanoyloxy)-2-methyl-1-naphthyl]ethyl}tetrahydro-4-t-butyldimethylsilyloxy-2H-pyran-2-one). The yield is 62.8%. As a reaction SMILES: [Si:1]([O:8][C@H:9]1[CH2:18][C@H:17]([OH:19])[C@H:16]2[C:11]([CH:12]=[CH:13][C@H:14]([CH3:37])[C@@H:15]2[CH2:20][CH2:21][C@H:22]2[O:27][C:26](=[O:28])[CH2:25][C@H:24]([O:29][Si:30]([C:33]([CH3:36])([CH3:35])[CH3:34])([CH3:32])[CH3:31])[CH2:23]2)=[CH:10]1)([C:4]([CH3:7])([CH3:6])[CH3:5])([CH3:3])[CH3:2].[CH2:38]([CH:42]([CH2:46][CH2:47][CH2:48][CH3:49])[C:43](O)=[O:44])[CH2:39][CH2:40][CH3:41]>>[Si:1]([O:8][C@H:9]1[CH2:18][C@H:17]([O:19][C:43](=[O:44])[CH:42]([CH2:46][CH2:47][CH2:48][CH3:49])[CH2:38][CH2:39][CH2:40][CH3:41])[C@H:16]2[C:11]([CH:12]=[CH:13][C@H:14]([CH3:37])[C@@H:15]2[CH2:20][CH2:21][C@H:22]2[O:27][C:26](=[O:28])[CH2:25][C@H:24]([O:29][Si:30]([C:33]([CH3:36])([CH3:35])[CH3:34])([CH3:31])[CH3:32])[CH2:23]2)=[CH:10]1)([C:4]([CH3:5])([CH3:6])[CH3:7])([CH3:3])[CH3:2]. Reported procedure: A procedure similar to that described in Example 3, above, was followed, but using 1.0 g (1.8 mmol) of (4R,6R)-6-{2-[(1S,2S,6S,8S,8aR)-1,2,6,7,8,8a-hexahydro-6-t-butyldimethylsilyloxy-8-hydroxy-2-methyl-1-naphthyl]ethyl}tetrahydro-4-t-butyldimethylsilyloxy-2H-pyran-2-one [prepared as described in Example B, above] and 627 mg (3.6 mmol) of 2-butylhexanoic acid, to provide 797 mg of the title compound. Starting materials: OO (hydrogen peroxide), N1=C(C=CC=C1)C=O (pyridine-2-carbaldehyde). The solvent is C(=O)O (formic acid). Yields the product N1=C(C=CC=C1)C(=O)O (pyridine-2-carboxylic acid). As a reaction SMILES: [OH:1]O.[N:3]1[CH:8]=[CH:7][CH:6]=[CH:5][C:4]=1[CH:9]=[O:10]>C(O)=O>[N:3]1[CH:8]=[CH:7][CH:6]=[CH:5][C:4]=1[C:9]([OH:1])=[O:10]. Reported procedure: To mention specific examples of the reaction conditions, one to two equivalent amount of hydrogen peroxide is added to the pyridine-2-carbaldehyde derivative (8) in a formic acid solvent, and the mixture can be treated at room temperature for about 1 hour to 2 days, thus to produce the pyridine-2-carboxylic acid derivative (9). RXN SMILES: [C:1](=[O:2])([OH:3])[CH:4]1[NH:5][CH2:6][CH2:7][CH2:8]1.[CH3:26][CH2:27][O:28][C:29](=[O:30])[CH3:31].[Cl-:19].[Cl:9][C:10](=[O:11])[O:12][CH2:13][CH:14]=[CH2:15].[Na+:17].[Na+:18].[O:21]1[CH2:22][CH2:23][CH2:24][CH2:25]1.[OH-:16].[OH2:20]>>[C:1](=[O:2])([OH:3])[CH:4]1[N:5]([C:10](=[O:11])[O:12][CH2:13][CH:14]=[CH2:15])[CH2:6][CH2:7][CH2:8]1. Product: C=CCOC(=O)N1CCCC1C(=O)O. Starting materials: O=C(O)C1CCCN1, CCOC(C)=O, [Cl-], C=CCOC(=O)Cl, [Na+], [Na+], C1CCOC1, [OH-], O. The reactants are ClC1=CC=C(C=C1)C1=CC=C(OCOC(C(=O)OCC)(C(F)(F)F)C(F)(F)F)C=C1 (ethyl 2-[4-(4-chlorophenyl)phenoxymethoxy]-3,3,3-trifluoro-2-trifluoromethylpropionate), [OH-].[K+] (potassium hydroxide), CO (methanol). The solvent is O (water). Reaction conditions: temperature 20 celsius, time 22 hour. Yields the product ClC1=CC=C(C=C1)C1=CC=C(OCOC(C(=O)O)(C(F)(F)F)C(F)(F)F)C=C1 (2-[4-(4-chlorophenyl)phenoxymethoxy]-3,3,3-trifluoro-2-trifluoromethylpropionic acid). The yield is 43.3%. RXN SMILES: [Cl:1][C:2]1[CH:7]=[CH:6][C:5]([C:8]2[CH:30]=[CH:29][C:11]([O:12][CH2:13][O:14][C:15]([C:25]([F:28])([F:27])[F:26])([C:21]([F:24])([F:23])[F:22])[C:16]([O:18]CC)=[O:17])=[CH:10][CH:9]=2)=[CH:4][CH:3]=1.[OH-].[K+].CO>O>[Cl:1][C:2]1[CH:7]=[CH:6][C:5]([C:8]2[CH:9]=[CH:10][C:11]([O:12][CH2:13][O:14][C:15]([C:21]([F:22])([F:23])[F:24])([C:25]([F:26])([F:27])[F:28])[C:16]([OH:18])=[O:17])=[CH:29][CH:30]=2)=[CH:4][CH:3]=1 |f:1.2|. Procedure: A mixture of ethyl 2-[4-(4-chlorophenyl)phenoxymethoxy]-3,3,3-trifluoro-2-trifluoromethylpropionate (502 mg.) potassium hydroxide (88 mg.), methanol (4 ml.) and water (1 ml.) is stirred at 20° C. for 22 hours, then evaporated in vacuo. The residue is dissolved in water, and the solution is acidified with 3 N-hydrochloric acid. The solid which separates is filtered off. Crystallisation from a mixture of cyclohexane and light petroleum (b.p. 40°-60° C.) gives prisms (204 mg.) of 2-[4-(4-chlorophen... Starting materials: 20.9, CC=1C=C(C=CC1)C(CC1CCN(CC1)CC1=CC=CC=C1)=O (1-(3-methylphenyl)-2-[1-(phenylmethyl)-4-piperidinyl]ethanone), C([O-])([O-])=O.[Na+].[Na+] (sodium carbonate), ClC(Cl)Cl (trichloromethane), ClC(=O)OCC (ethyl chloroformate). Solvent: O (Water). Run at time 8 hour. Product: 18, CC=1C=C(C=CC1)C(CC1CCN(CC1)C(=O)OCC)=O (ethyl 4-[2-(3-methylphenyl)-2-oxoethyl]-1-piperidinecarboxylate). Isolated yield 91.0%. Reaction SMILES: [CH3:1][C:2]1[CH:3]=[C:4]([C:8](=[O:23])[CH2:9][CH:10]2[CH2:15][CH2:14][N:13](CC3C=CC=CC=3)[CH2:12][CH2:11]2)[CH:5]=[CH:6][CH:7]=1.C(=O)([O-])[O-].[Na+].[Na+].ClC(Cl)Cl.Cl[C:35]([O:37][CH2:38][CH3:39])=[O:36]>O>[CH3:1][C:2]1[CH:3]=[C:4]([C:8](=[O:23])[CH2:9][CH:10]2[CH2:11][CH2:12][N:13]([C:35]([O:37][CH2:38][CH3:39])=[O:36])[CH2:14][CH2:15]2)[CH:5]=[CH:6][CH:7]=1 |f:1.2.3|. Procedure: To a stirred mixture of 20.9 parts of 1-(3-methylphenyl)-2-[1-(phenylmethyl)-4-piperidinyl]ethanone, 0.75 parts of sodium carbonate and 150 parts of trichloromethane are added dropwise 8.1 parts of ethyl chloroformate. Upon completion, stirring is continued overnight at room temperature. Water is added to the reaction mixture and the layers are separated. The aqueous phase is extracted with trichloromethane. The combined organic phases are washed with water, dried, filtered and evaporated. The r... Reactants: [N+](=O)([O-])C=1C=CC(=NC1)N (5-Nitro-pyridin-2-ylamine), ( 1H ), C(C)OC(C(C(C)=O)CC(C1=CC=CC=C1)=O)=O (3-oxo-2-(2-oxo-2-phenyl-ethyl)-butyric acid ethyl ester), CC1=CC=C(C=C1)S(=O)(=O)O (tosic acid). The solvent is C(C)O (ethanol). The product is C(C)OC(=O)C1=C(N(C(=C1)C1=CC=CC=C1)C1=NC=C(C=C1)[N+](=O)[O-])C (2-Methyl-1-(5-nitropyridin-2-yl)-5-phenyl-1H-pyrrole-3-carboxylic Acid Ethyl Ester). RXN SMILES: [N+:1]([C:4]1[CH:5]=[CH:6][C:7]([NH2:10])=[N:8][CH:9]=1)([O-:3])=[O:2].[CH2:11]([O:13][C:14](=[O:28])[CH:15]([CH2:19][C:20](=O)[C:21]1[CH:26]=[CH:25][CH:24]=[CH:23][CH:22]=1)[C:16](=O)[CH3:17])[CH3:12].CC1C=CC(S(O)(=O)=O)=CC=1>C(O)C>[CH2:11]([O:13][C:14]([C:15]1[CH:19]=[C:20]([C:21]2[CH:22]=[CH:23][CH:24]=[CH:25][CH:26]=2)[N:10]([C:7]2[CH:6]=[CH:5][C:4]([N+:1]([O-:3])=[O:2])=[CH:9][N:8]=2)[C:16]=1[CH3:17])=[O:28])[CH3:12]. Reported procedure: 5-Nitro-pyridin-2-ylamine (5 mmol, 0.7 g), 3-oxo-2-(2-oxo-2-phenyl-ethyl)-butyric acid ethyl ester (5 mmol, 1.2 g), and tosic acid (0.1 g) were combined in ethanol, then heated under reflux. The resulting solid was triturated with chloroform, the filtrate was further purified over silica gel to yield the named product, 1H-NMR (CDCl3, ppm) 1.35 t (3H), 2.54 s (3H), 4.30 q (2H), 6.78 s (1H), 6.96-7.25 bm (6H), 8.33 dd (1H), 9.39 sd (1H)